From a dataset of the Open Reaction Database (ORD), a public repository of structured organic reaction records. describe an organic reaction: reactants, conditions, products, and yield Yields the product N1C=CC2=C(C=CC=C12)C1=NC=2N3[C@H](CN(C2C=N1)CCC(C(C)(C)C)N)COCC3 (1-((R)-2-(1H-indol-4-yl)-6a,7,9,10-tetrahydro-[1,4]oxazino[3,4-h]pteridin-5(6H)-yl)-4,4-dimethylpentan-3-amine). Solvent: C(Cl)Cl (CH2Cl2), FC(C(=O)O)(F)F (trifluoroacetic acid). As a reaction SMILES: [NH:1]1[C:9]2[C:4](=[C:5]([C:10]3[N:19]=[CH:18][C:17]4[N:16]([CH2:20][CH2:21][CH:22]([NH:27]C(=O)OC(C)(C)C)[C:23]([CH3:26])([CH3:25])[CH3:24])[CH2:15][C@@H:14]5[CH2:35][O:36][CH2:37][CH2:38][N:13]5[C:12]=4[N:11]=3)[CH:6]=[CH:7][CH:8]=2)[CH:3]=[CH:2]1>C(Cl)Cl.FC(F)(F)C(O)=O>[NH:1]1[C:9]2[C:4](=[C:5]([C:10]3[N:19]=[CH:18][C:17]4[N:16]([CH2:20][CH2:21][CH:22]([NH2:27])[C:23]([CH3:26])([CH3:24])[CH3:25])[CH2:15][C@@H:14]5[CH2:35][O:36][CH2:37][CH2:38][N:13]5[C:12]=4[N:11]=3)[CH:6]=[CH:7][CH:8]=2)[CH:3]=[CH:2]1. Reported procedure: The title compound was prepared in a manner similar to EXAMPLE 193 using tert-butyl (1-((R)-2-(1H-indol-4-yl)-6a,7,9,10-tetrahydro-[1,4]oxazino[3,4-h]pteridin-5(6H)-yl)-4,4-dimethylpentan-3-yl)carbamate (PREPARATION x78) in CH2Cl2 (0.5 mL) and trifluoroacetic acid (0.5 mL) (11.7 mg, 76%). 1H NMR (400 MHz, DMSO-d6) δ ppm 1.02 (s, 9H), 1.51-1.75 (m, 1H), 1.91-2.08 (m, 1H), 3.02-3.39 (m, 4H), 3.53-3.65 (m, 6H), 3.80-3.96 (m, 1H), 3.97-4.16 (m, 2H), 4.60-4.76 (m, 1H), 6.96-7.12 (m, 1H), 7.20-7.33 (m... Reactants: N1C=CC2=C(C=CC=C12)C1=NC=2N3[C@H](CN(C2C=N1)CCC(C(C)(C)C)NC(OC(C)(C)C)=O)COCC3 (tert-butyl (1-((R)-2-(1H-indol-4-yl)-6a,7,9,10-tetrahydro-[1,4]oxazino[3,4-h]pteridin-5(6H)-yl)-4,4-dimethylpentan-3-yl)carbamate). The reactants are C(C)C1=C(C=CC=C1)O (2-ethylphenol), C(=O)([O-])[O-].[K+].[K+] (K2CO3), ClC1=NC=C(C=C1)[N+](=O)[O-] (2-chloro-5-nitropyridine). The solvent is CN(C=O)C (N,N-dimethylformamide). Reaction conditions: temperature 110 celsius. Product: C(C)C1=C(C=CC=C1)OC1=NC=C(C=C1)[N+](=O)[O-] (2-[(2-ethylphenyl)oxy]-5-nitropyridine). Reaction SMILES: Cl[C:2]1[CH:7]=[CH:6][C:5]([N+:8]([O-:10])=[O:9])=[CH:4][N:3]=1.[CH2:11]([C:13]1[CH:18]=[CH:17][CH:16]=[CH:15][C:14]=1[OH:19])[CH3:12].C([O-])([O-])=O.[K+].[K+]>CN(C)C=O>[CH2:11]([C:13]1[CH:18]=[CH:17][CH:16]=[CH:15][C:14]=1[O:19][C:2]1[CH:7]=[CH:6][C:5]([N+:8]([O-:10])=[O:9])=[CH:4][N:3]=1)[CH3:12] |f:2.3.4|. Procedure details: In a 20 mL microwave vial 2-chloro-5-nitropyridine (500 mg, 3.15 mmol) was dissolved in N,N-dimethylformamide (10 mL) to give a light brown solution. 2-ethylphenol (0.378 mL, 3.15 mmol) and K2CO3 (1308 mg, 9.46 mmol) were added. The reaction vessel was sealed and heated in Biotage Initiator at 110° C. for 1 hour. After cooling the reaction was complete. The reaction mixture was quenched with 10 mL of water and diluted with 10 mL of Et2O. Phases were separated through a separating funnel. The org...